This data is from the Open Reaction Database (ORD), a public repository of structured organic reaction records. The task is: describe an organic reaction: reactants, conditions, products, and yield Starting materials: C(C)(=O)C1=CC=NC=C1 (4-acetyl-pyridine), ClC1=CC(=CC=C1)C(=O)OO (m-chloro-perbenzoic acid). The solvent is C(Cl)Cl (methylene chloride). Product: C(C)(=O)C1=CC=[N+](C=C1)[O-] (4-acetyl-pyridine N-oxide). As a reaction SMILES: [C:1]([C:4]1[CH:9]=[CH:8][N:7]=[CH:6][CH:5]=1)(=[O:3])[CH3:2].ClC1C=CC=C(C(OO)=[O:18])C=1>C(Cl)Cl>[C:1]([C:4]1[CH:9]=[CH:8][N+:7]([O-:18])=[CH:6][CH:5]=1)(=[O:3])[CH3:2]. Procedure details: The 4-acetyl-pyridine N-oxide used is prepared in the following manner: 11.0 ml (100 mmol) of 4-acetyl-pyridine and 31.3 g (100 mmol) of 55% m-chloro-perbenzoic acid are boiled under RF for 16 h in 200 ml of methylene chloride. Precipitation with 200 ml of diethyl ether gives 4-acetyl-pyridine N-oxide; m.p. 132°-133°. The reactants are CCOC(=O)C(=O)c1nc(NC=O)sc1Cl, Cl, [K+], [OH-]. Yields the product O=CNc1nc(C(=O)C(=O)O)c(Cl)s1. As a reaction SMILES: [CH:1](=[O:2])[NH:3][c:4]1[s:5][c:6]([Cl:16])[c:7]([C:9]([C:10](=[O:11])[O:12][CH2:13][CH3:14])=[O:15])[n:8]1.[ClH:17].[K+:19].[OH-:18]>>[CH:1](=[O:2])[NH:3][c:4]1[s:5][c:6]([Cl:16])[c:7]([C:9]([C:10](=[O:11])[OH:12])=[O:15])[n:8]1.